From a dataset of the Open Reaction Database (ORD), a public repository of structured organic reaction records. describe an organic reaction: reactants, conditions, products, and yield The reactants are CS(=O)(=O)NC1CCCCC1N1C(=O)c2ccccc2C(C(=O)NOCC#N)C1c1ccc(Cl)cc1Cl, CO, NO. Yields the product CS(=O)(=O)NC1CCCCC1N1C(=O)c2ccccc2C(C(=O)NOCC(N)=NO)C1c1ccc(Cl)cc1Cl. RXN SMILES: [C:1](#[N:2])[CH2:3][O:4][NH:5][C:6](=[O:7])[CH:8]1[CH:9]([c:30]2[c:31]([Cl:37])[cH:32][c:33]([Cl:36])[cH:34][cH:35]2)[N:10]([CH:19]2[CH:20]([NH:25][S:26](=[O:27])(=[O:28])[CH3:29])[CH2:21][CH2:22][CH2:23][CH2:24]2)[C:11](=[O:18])[c:12]2[cH:13][cH:14][cH:15][cH:16][c:17]21.[CH3:40][OH:41].[NH2:38][OH:39]>>[C:1]([NH2:2])([CH2:3][O:4][NH:5][C:6](=[O:7])[CH:8]1[CH:9]([c:30]2[c:31]([Cl:37])[cH:32][c:33]([Cl:36])[cH:34][cH:35]2)[N:10]([CH:19]2[CH:20]([NH:25][S:26](=[O:27])(=[O:28])[CH3:29])[CH2:21][CH2:22][CH2:23][CH2:24]2)[C:11](=[O:18])[c:12]2[cH:13][cH:14][cH:15][cH:16][c:17]21)=[N:38][OH:39]. Reactants: NC1(CC2=C(C=CC=C2CC1)Cl)CO (2-Amino-2-hydroxymethyl-8-chloro-1,2,3,4-tetrahydronaphthalene), C(\C=C\C(=O)O)(=O)O (fumaric acid), C(C1=CC=CC=C1)(=O)[C@@]([C@@](C(=O)O)(O)C(C1=CC=CC=C1)=O)(O)C(=O)O ((+)-dibenzoyl-D-tartaric acid). Solvent: C(C)O (ethanol). Yields the product C(\C=C\C(=O)O)(=O)O.NC1CC=2C(CC=CC2CC1)(Cl)CO (2-Amino-8-hydroxymethyl-8-chloro-1,2,3,4-tetrahydronaphthalene fumarate). As a reaction SMILES: [NH2:1][C:2]1(CO)[CH2:11][CH2:10][C:9]2[C:4](=[C:5]([Cl:12])[CH:6]=[CH:7][CH:8]=2)[CH2:3]1.[C:15]([C@:23]([C:38]([OH:40])=[O:39])(O)[C@:24](C(=O)C1C=CC=CC=1)(O)[C:25]([OH:27])=[O:26])(=[O:22])C1C=CC=CC=1.C(O)(=O)/C=C/C(O)=O>C(O)C>[C:38]([OH:40])(=[O:39])/[CH:23]=[CH:24]/[C:25]([OH:27])=[O:26].[NH2:1][CH:2]1[CH2:11][CH2:10][C:9]2[CH:8]=[CH:7][CH2:6][C:5]([CH2:15][OH:22])([Cl:12])[C:4]=2[CH2:3]1 |f:4.5|. Procedure: The expected product is obtained by resolving the compound obtained in stage D of Example 9 using (+)-dibenzoyl-D-tartaric acid by successive recrystallizations in ethanol. The enantiomeric purity is checked by chiral chromatography on a DIACEL-AD column, using an isopropanol/n-heptane/diethylamine mixture (40/1000/0.8) as eluent. The salt is then partitioned between 9N sodium hydroxide and dichloromethane. The aqueous phase is extracted with dichloromethane. After drying and evaporating the org... Reactants: FC1=C(C(C=O)=CC=C1)O (3-fluorosalicylaldehyde), O (water), [H-].[Na+] (sodium hydride), C(C1=CC=CC=C1)Br (benzyl bromide). Solvent: CN(C=O)C (dimethylformamide), C(C)OCC (diethyl ether). Yields the product C(C1=CC=CC=C1)OC1=C(C=O)C=CC=C1F (2-benzyloxy-3-fluorobenzaldehyde). As a reaction SMILES: [H-].[Na+].[F:3][C:4]1[CH:11]=[CH:10][CH:9]=[C:6]([CH:7]=[O:8])[C:5]=1[OH:12].[CH2:13](Br)[C:14]1[CH:19]=[CH:18][CH:17]=[CH:16][CH:15]=1.O>CN(C)C=O.C(OCC)C>[CH2:13]([O:12][C:5]1[C:4]([F:3])=[CH:11][CH:10]=[CH:9][C:6]=1[CH:7]=[O:8])[C:14]1[CH:19]=[CH:18][CH:17]=[CH:16][CH:15]=1 |f:0.1|. Procedure: To a suspension of sodium hydride (688 mg, 28.7 mmol) in dimethylformamide (20 ml) on ice bath was bit by bit added 3-fluorosalicylaldehyde (2.68 g, 19.1 mmol) with stirring. After dropwise adding benzyl bromide (2.73 ml, 22.9 mmol), the mixture was stirred under ice cooling for 30 minutes, stirred at room temperature for 2 hours, mixed with water and the product was shaken with diethyl ether (60 ml×2). The extracts were washed with 10% aqueous sodium carbonate solution, dilute hydrochloric acid... Starting materials: Cl.C(C)OC(CCNC1CC2=CC=CC=C2C1)=O (N-(indan-2-yl)-β-alanine ethyl ester hydrochloride), C(=O)(OCC1=CC=CC=C1)N[C@@H](C)C(=O)O (N-carbobenzoxy-L-alanine). The product is N[C@@H](C)C(=O)N(CCC(=O)O)C1CC2=CC=CC=C2C1 (L-alanyl-N-(indan-2-yl)-β-alanine). The yield is 69.7%. Reaction SMILES: Cl.C([O:4][C:5](=[O:18])[CH2:6][CH2:7][NH:8][CH:9]1[CH2:17][C:16]2[C:11](=[CH:12][CH:13]=[CH:14][CH:15]=2)[CH2:10]1)C.C([NH:29][C@H:30]([C:32](O)=[O:33])[CH3:31])(OCC1C=CC=CC=1)=O>>[NH2:29][C@H:30]([C:32]([N:8]([CH:9]1[CH2:10][C:11]2[C:16](=[CH:15][CH:14]=[CH:13][CH:12]=2)[CH2:17]1)[CH2:7][CH2:6][C:5]([OH:4])=[O:18])=[O:33])[CH3:31] |f:0.1|. Reported procedure: By reacting 7 g of N-(indan-2-yl)-β-alanine ethyl ester hydrochloride with 7 g of N-carbobenzoxy-L-alanine and treating the reaction mixture as in Reference Example 4, there is obtained 5 g of L-alanyl-N-(indan-2-yl)-β-alanine. Melting point 205°-206° C. Starting materials: N([C@@H](CC(OC(C)(C)C)=O)C(=O)O)C(=O)OCC1=CC=CC=C1.O (Cbz-Asp(O-tert-Bu)-OH.H2O), C(=O)([O-])[O-].[K+].[K+] (K2CO3), CI (MeI). The solvent is CN(C)C=O (DMF). Conditions: time 2.5 hour. Product: COC([C@H](CC(=O)OC(C)(C)C)NC(=O)OCC1=CC=CC=C1)=O ((S)-2-benzyloxycarbonylamino-succinic acid 4-tert-butyl ester 1-methyl ester). Reaction SMILES: [NH:1]([C:14]([O:16][CH2:17][C:18]1[CH:23]=[CH:22][CH:21]=[CH:20][CH:19]=1)=[O:15])[C@H:2]([C:11]([OH:13])=[O:12])[CH2:3][C:4](=[O:10])[O:5][C:6]([CH3:9])([CH3:8])[CH3:7].O.[C:25]([O-])([O-])=O.[K+].[K+].CI>CN(C=O)C>[CH3:25][O:12][C:11](=[O:13])[C@@H:2]([NH:1][C:14]([O:16][CH2:17][C:18]1[CH:23]=[CH:22][CH:21]=[CH:20][CH:19]=1)=[O:15])[CH2:3][C:4]([O:5][C:6]([CH3:9])([CH3:8])[CH3:7])=[O:10] |f:0.1,2.3.4|. Reported procedure: To Cbz-Asp(O-tert-Bu)-OH.H2O (5.00 g, 14.6 mmol) and K2CO3 (4.05 g, 2.0 eq) were added DMF (100 mL) and MeI (2.74 mL, 3 eq), which was then stirred for 2-3 h at room temperature. The solvent was distilled under reduced pressure. The residue was extracted with ethyl acetate (100 mL×2), washed with water, aqueous sodium hydrogen carbonate solution and aqueous sodium chloride solution, dried (anhydrous Na2SO4), and concentrated under reduced pressure. The residue was purified by column chromatograp...